From a dataset of the Open Reaction Database (ORD), a public repository of structured organic reaction records. describe an organic reaction: reactants, conditions, products, and yield Reagents/catalysts: CCN=P(N=P(N(C)C)(N(C)C)N(C)C)(N(C)C)N(C)C (P2-Et), CC(C)c1cc(C(C)C)c(-c2ccccc2[PH](C(C)(C)C)(C(C)(C)C)[Pd]2(OS(C)(=O)=O)Nc3ccccc3-c3ccccc32)c(C(C)C)c1 (tBuXphos G3). Run in CS(C)=O (DMSO), O (water), CS(C)=O (DMSO), CS(C)=O (DMSO), CS(C)=O (DMSO). Reaction conditions: time 22 hour. Starting materials: Brc1ccc(cn1)c2ccccc2, CC1(C)OB(OC1(C)C)c2cnn(Cc3ccccc3)c2. Product: C(c1ccccc1)n2cc(cn2)c3ccc(cn3)c4ccccc4, Brc1ccc(cn1)c2ccccc2, c1ccc(-c2ccccc2)cc1. Reactants: C(C1=CC=CC=C1)N (Bzl-NH2), C(C1=CC=CC=C1)C(=O)CCC1=CC=CC=C1 (benzyl phenethylketone), CO (MeOH), C(=O)O (formic acid), C1(CCCCC1)[N+]#[C-] (cyclohexylisocyanide). Run at time 8 hour. Yields the product C1(CCCCC1)NC([C@@](N(CC1=CC=CC=C1)C=O)(CCC1=CC=CC=C1)CC1=CC=CC=C1)=O (N-formyl-N,α,β-tribenzylalanine cyclohexylamide). As a reaction SMILES: [CH2:1]([NH2:8])[C:2]1[CH:7]=[CH:6][CH:5]=[CH:4][CH:3]=1.[CH2:9]([C:16]([CH2:18][CH2:19][C:20]1[CH:25]=[CH:24][CH:23]=[CH:22][CH:21]=1)=O)[C:10]1[CH:15]=[CH:14][CH:13]=[CH:12][CH:11]=1.[CH:26]([OH:28])=O.[CH:29]1([N+:35]#[C-])[CH2:34][CH2:33][CH2:32][CH2:31][CH2:30]1.[CH3:37][OH:38]>>[CH:29]1([NH:35][C:26](=[O:28])[C@:16]([CH2:9][C:10]2[CH:15]=[CH:14][CH:13]=[CH:12][CH:11]=2)([CH2:18][CH2:19][C:20]2[CH:25]=[CH:24][CH:23]=[CH:22][CH:21]=2)[N:8]([CH:37]=[O:38])[CH2:1][C:2]2[CH:7]=[CH:6][CH:5]=[CH:4][CH:3]=2)[CH2:34][CH2:33][CH2:32][CH2:31][CH2:30]1. Reported procedure: Bzl-NH2 288 μl (2.64 mmol) and benzyl phenethylketone 592 mg (2.64 mmol) were dissolved in MeOH (5 ml) at rt and the solution was stirred overnight. To the mixture were added formic acid 99.6 μl (2.64 mmol) and cyclohexylisocyanide 298 μl (2.4 mmol) at rt, which was allowed to react at rt for 2 weeks. Insoluble material in MeOH was collected by filtration and washed with MeOH, ether and then n-hexane. The crude product was recrystallized from CHCl3 with the 2 to 1 mixture of ether and n-hexane. ... The reactants are O=C([O-])[O-], Cc1cnc(NC(=O)C(CN2CC(O[Si](C)(C)C(C)(C)C)C2)Oc2ncnc3c2cnn3-c2c(Cl)cccc2Cl)cn1, C1CCOC1, CS(=O)(=O)O, CS(=O)(=O)O, COC(C)(C)C, [K+], [K+], O. The product is Cc1cnc(NC(=O)C(CN2CC(O)C2)Oc2ncnc3c2cnn3-c2c(Cl)cccc2Cl)cn1. Reaction SMILES: [C:58](=[O:59])([O-:60])[O-:61].[C:6]([Si:7]([CH3:8])([CH3:9])[O:11][CH:12]1[CH2:13][N:14]([CH2:16][CH:17]([C:18](=[O:19])[NH:20][c:21]2[n:22][cH:23][c:24]([CH3:27])[n:25][cH:26]2)[O:28][c:29]2[c:30]3[c:31]([n:32][cH:33][n:34]2)[n:35](-[c:38]2[c:39]([Cl:45])[cH:40][cH:41][cH:42][c:43]2[Cl:44])[n:36][cH:37]3)[CH2:15]1)([CH3:10])([CH3:46])[CH3:47].[CH2:48]1[O:49][CH2:50][CH2:51][CH2:52]1.[CH3:1][S:2]([OH:3])(=[O:4])=[O:5].[CH3:53][S:54](=[O:55])(=[O:56])[OH:57].[CH3:65][O:66][C:67]([CH3:68])([CH3:69])[CH3:70].[K+:62].[K+:63].[OH2:64]>>[OH:11][CH:12]1[CH2:13][N:14]([CH2:16][CH:17]([C:18](=[O:19])[NH:20][c:21]2[n:22][cH:23][c:24]([CH3:27])[n:25][cH:26]2)[O:28][c:29]2[c:30]3[c:31]([n:32][cH:33][n:34]2)[n:35](-[c:38]2[c:39]([Cl:45])[cH:40][cH:41][cH:42][c:43]2[Cl:44])[n:36][cH:37]3)[CH2:15]1. Starting materials: CCO, CCOC(=O)C1CCN(C(=O)OCC(Cl)(Cl)Cl)CC1, [K+], [OH-], O. RXN SMILES: [CH2:20]([OH:21])[CH3:22].[Cl:1][C:2]([CH2:3][O:4][C:5](=[O:6])[N:7]1[CH2:8][CH2:9][CH:10]([C:13](=[O:14])[O:15][CH2:16][CH3:17])[CH2:11][CH2:12]1)([Cl:18])[Cl:19].[K+:24].[OH-:23].[OH2:25]>>[Cl:1][C:2]([CH2:3][O:4][C:5](=[O:6])[N:7]1[CH2:8][CH2:9][CH:10]([C:13](=[O:14])[OH:15])[CH2:11][CH2:12]1)([Cl:18])[Cl:19]. Yields the product O=C(O)C1CCN(C(=O)OCC(Cl)(Cl)Cl)CC1. Product: FC=1C=CC(=NC1C)C(C)N ([1-(5-Fluoro-6-methylpyridin-2-yl)ethyl]amine). Run at time 1 hour. The reagents and catalysts are [Pd] (Pd/C). Reactants: N(=[N+]=[N-])C(C)C1=CC=C(C(=N1)C)F (6-(1-azidoethyl)-3-fluoro-2-methylpyridine). RXN SMILES: [N:1]([CH:4]([C:6]1[N:11]=[C:10]([CH3:12])[C:9]([F:13])=[CH:8][CH:7]=1)[CH3:5])=[N+]=[N-]>[Pd]>[F:13][C:9]1[CH:8]=[CH:7][C:6]([CH:4]([NH2:1])[CH3:5])=[N:11][C:10]=1[CH3:12]. Reported procedure: A 250 ml round bottom flask containing 6-(1-azidoethyl)-3-fluoro-2-methylpyridine (Method 20; 567 mg, 3.15 mmol) was charged with 10% Pd/C (242 mg) and was evacuated and backfilled with H2 via a filled balloon. MeOH (6 ml) was added, and the mixture was allowed to stir at room temperature. After 1 hour, the mixture was filtered through a plug of diatomaceous earth, which was subsequently washed well with MeOH. The filtrates were concentrated to give the title compound as a pale yellow oil (404 m... The yield is 83.2%. Reactants: FC1=CC=C(C=C1)C1=NNC2=CC=C(C=C12)C=1NC(=NN1)C1=CC=C(C=C1)OC (1-{5-[3-(4-fluorophenyl)(1H-indazol-5-yl)](4H-1,2,4-triazol-3-yl)]-4-methoxybenzene), B(Br)(Br)Br (boron tribromide). The solvent is ClCCl (dichloromethane). Reaction conditions: temperature 0 celsius, time 4 hour. The product is FC1=CC=C(C=C1)C1=NNC2=CC=C(C=C12)C=1NC(=NN1)C1=CC=C(C=C1)O (4-{5-[3-(4-FLUOROPHENYL)-1H-INDAZOL-5-YL]-4H-1,2,4-TRIAZOL-3-YL}PHENOL). Isolated yield 18.6%. As a reaction SMILES: [F:1][C:2]1[CH:7]=[CH:6][C:5]([C:8]2[C:16]3[C:11](=[CH:12][CH:13]=[C:14]([C:17]4[NH:18][C:19]([C:22]5[CH:27]=[CH:26][C:25]([O:28]C)=[CH:24][CH:23]=5)=[N:20][N:21]=4)[CH:15]=3)[NH:10][N:9]=2)=[CH:4][CH:3]=1.B(Br)(Br)Br>ClCCl>[F:1][C:2]1[CH:7]=[CH:6][C:5]([C:8]2[C:16]3[C:11](=[CH:12][CH:13]=[C:14]([C:17]4[NH:18][C:19]([C:22]5[CH:27]=[CH:26][C:25]([OH:28])=[CH:24][CH:23]=5)=[N:20][N:21]=4)[CH:15]=3)[NH:10][N:9]=2)=[CH:4][CH:3]=1. Procedure: To a round bottom flask containing 1-{5-[3-(4-fluorophenyl)(1H-indazol-5-yl)](4H-1,2,4-triazol-3-yl)]-4-methoxybenzene (100 mg, 0.26 mmol) was added anhydrous dichloromethane (2 ml). The flask, under a nitrogen atmosphere, was placed in an ice/salt bath. To the flask was added boron tribromide (1.3 ml, 1.3 mmol). The reaction was allowed to stir at 0° C. for one hour and at room temperature for an additional four hours. The reaction was quenched with water and the solvent was removed. The produc...